Dataset: the Open Reaction Database (ORD), a public repository of structured organic reaction records. Task: describe an organic reaction: reactants, conditions, products, and yield Starting materials: CCOC(=O)CCN=C=O, Nc1ccc(N2CCN(C(=O)c3ccccc3C(F)(F)F)CC2)nn1. The product is CCOC(=O)CCNC(=O)Nc1ccc(N2CCN(C(=O)c3ccccc3C(F)(F)F)CC2)nn1. RXN SMILES: [CH2:1]([CH3:2])[O:3][C:4]([CH2:5][CH2:6][N:7]=[C:8]=[O:9])=[O:10].[NH2:11][c:12]1[cH:13][cH:14][c:15]([N:18]2[CH2:19][CH2:20][N:21]([C:24](=[O:25])[c:26]3[c:27]([C:32]([F:33])([F:34])[F:35])[cH:28][cH:29][cH:30][cH:31]3)[CH2:22][CH2:23]2)[n:16][n:17]1>>[CH2:1]([CH3:2])[O:3][C:4]([CH2:5][CH2:6][NH:7][C:8](=[O:9])[NH:11][c:12]1[cH:13][cH:14][c:15]([N:18]2[CH2:19][CH2:20][N:21]([C:24](=[O:25])[c:26]3[c:27]([C:32]([F:33])([F:34])[F:35])[cH:28][cH:29][cH:30][cH:31]3)[CH2:22][CH2:23]2)[n:16][n:17]1)=[O:10]. Reactants: FC1=CC=C(OC2=C(C=O)C=C(C=C2)[N+](=O)[O-])C=C1 (2-(4-fluoro-phenoxy)-5-nitro-benzaldehyde), Cl (hydrochloric acid), C(C)(=O)OC(C)=O (acetic anhydride), C([O-])(O)=O.[K+] (potassium bicarbonate), C(C)(=O)NCC(=O)O (acetylglycine). Solvent: C(C)(=O)O (acetic acid), O (water), O (water). The product is FC1=CC=C(OC2=C(C=C(C=C2)[N+](=O)[O-])CC(C(=O)O)=O)C=C1 (2-(4-fluoro-phenoxy)-5-nitro-phenylpyruvic acid). As a reaction SMILES: [F:1][C:2]1[CH:19]=[CH:18][C:5]([O:6][C:7]2[CH:14]=[CH:13][C:12]([N+:15]([O-:17])=[O:16])=[CH:11][C:8]=2[CH:9]=O)=[CH:4][CH:3]=1.[C:20](=[O:23])(O)[O-:21].[K+].[C:25](NCC(O)=O)(=[O:27])C.C(OC(=O)C)(=O)C.Cl>O.C(O)(=O)C>[F:1][C:2]1[CH:19]=[CH:18][C:5]([O:6][C:7]2[CH:14]=[CH:13][C:12]([N+:15]([O-:17])=[O:16])=[CH:11][C:8]=2[CH2:9][C:25](=[O:27])[C:20]([OH:21])=[O:23])=[CH:4][CH:3]=1 |f:1.2|. Procedure details: 183.4 G. of 2-(4-fluoro-phenoxy)-5-nitro-benzaldehyde are stirred at reflux for 20 minutes together with 71 g. of potassium bicarbonate and 82 g. of acetylglycine in 395 ml. of acetic anhydride. Then, there are added successively 1.62 liters of glacial acetic acid, 870 ml. of water and 675 ml. of concentrated hydrochloric acid, and the mixture is stirred for 5 hours at reflux. The resulting mixture is cooled and 1.2 liters of water are added. The mixture is extracted with 3.1 liters of methylene... Reactants: ClC1=NC(=NC(=C1)Cl)OC (4,6-dichloro-2-methoxy-pyrimidine), O1C(CC2=C1C=CC=C2)CN (C-(2,3-dihydro-benzofuran-2-yl)-methylamine), C(=O)(O)[O-].[Na+] (NaHCO3). The solvent is CCO (EtOH), O (water). Product: ClC1=CC(=NC(=N1)OC)NCC1OC2=C(C1)C=CC=C2 ((6-chloro-2-methoxy-pyrimidin-4-yl)-(2,3-dihydro-benzofuran-2-ylmethyl)-amine). The yield is 74.5%. Reaction SMILES: Cl[C:2]1[CH:7]=[C:6]([Cl:8])[N:5]=[C:4]([O:9][CH3:10])[N:3]=1.[O:11]1[C:15]2[CH:16]=[CH:17][CH:18]=[CH:19][C:14]=2[CH2:13][CH:12]1[CH2:20][NH2:21].C([O-])(O)=O.[Na+]>CCO.O>[Cl:8][C:6]1[N:5]=[C:4]([O:9][CH3:10])[N:3]=[C:2]([NH:21][CH2:20][CH:12]2[CH2:13][C:14]3[CH:19]=[CH:18][CH:17]=[CH:16][C:15]=3[O:11]2)[CH:7]=1 |f:2.3|. Procedure: A mixture of 4,6-dichloro-2-methoxy-pyrimidine (0.41 g, 2.3 mmol), C-(2,3-dihydro-benzofuran-2-yl)-methylamine (0.52 g, 3.47 mmol), and NaHCO3 (0.97 g, 12 mmol) in EtOH (7 mL) is heated to reflux for 3 h. The mixture is diluted with water (8 mL), filtered, washed (water). The solid is dissolved in EtOAc, dried (MgSO4), filtered, and concentrated in vacuo to afford (6-chloro-2-methoxy-pyrimidin-4-yl)-(2,3-dihydro-benzofuran-2-ylmethyl)-amine (0.5 g) as a solid. LCMS: RT=2.59 minutes; MS: 292 (M+H... The reactants are CN(C)C=O, CCN(C(C)C)C(C)C, Nc1ccc(Cl)cc1, [Na+], O=C([O-])O, O=C(O)c1cccnc1SCc1ccncc1. Yields the product O=C(Nc1ccc(Cl)cc1)c1cccnc1SCc1ccncc1. Reaction SMILES: [CH3:40][N:41]([CH3:42])[CH:43]=[O:44].[CH:1]([N:2]([CH2:3][CH3:4])[CH:5]([CH3:6])[CH3:7])([CH3:8])[CH3:9].[NH2:27][c:28]1[cH:29][cH:30][c:31]([Cl:32])[cH:33][cH:34]1.[Na+:35].[OH:36][C:37](=[O:38])[O-:39].[n:10]1[cH:11][cH:12][c:13]([CH2:16][S:17][c:18]2[n:19][cH:20][cH:21][cH:22][c:23]2[C:24](=[O:25])[OH:26])[cH:14][cH:15]1>>[n:10]1[cH:11][cH:12][c:13]([CH2:16][S:17][c:18]2[n:19][cH:20][cH:21][cH:22][c:23]2[C:24](=[O:26])[NH:27][c:28]2[cH:29][cH:30][c:31]([Cl:32])[cH:33][cH:34]2)[cH:14][cH:15]1. The reactants are CCNCC12CCCN1CCC2, O=[N+]([O-])c1ccc(Cl)c2ccccc12, [I-], [Na+], [Na+], [OH-], c1ccncc1. Product: CCN(CC12CCCN1CCC2)c1ccc([N+](=O)[O-])c2ccccc12. RXN SMILES: [CH2:15]([CH3:16])[NH:17][CH2:18][C:19]12[CH2:20][CH2:21][CH2:22][N:23]1[CH2:24][CH2:25][CH2:26]2.[Cl:1][c:2]1[cH:3][cH:4][c:5]([N+:12](=[O:13])[O-:14])[c:6]2[cH:7][cH:8][cH:9][cH:10][c:11]12.[I-:28].[Na+:27].[Na+:30].[OH-:29].[cH:31]1[cH:32][cH:33][n:34][cH:35][cH:36]1>>[c:2]1([N:17]([CH2:15][CH3:16])[CH2:18][C:19]23[CH2:20][CH2:21][CH2:22][N:23]2[CH2:24][CH2:25][CH2:26]3)[cH:3][cH:4][c:5]([N+:12](=[O:13])[O-:14])[c:6]2[cH:7][cH:8][cH:9][cH:10][c:11]12. Reactants: S(=O)(Cl)Cl (thionyl chloride), C(C)O (ethanol), C(CC1=CC=CC=C1)SC[C@H](N)C(=O)O (S-phenethyl-L-cysteine). Product: Cl.C(C)OC([C@@H](N)CSCCC1=CC=CC=C1)=O (S-Phenethyl-L-Cysteine Ethyl Ester Hydrochloride). RXN SMILES: S(Cl)([Cl:3])=O.[CH2:5]([S:13][CH2:14][C@@H:15]([C:17]([OH:19])=[O:18])[NH2:16])[CH2:6][C:7]1[CH:12]=[CH:11][CH:10]=[CH:9][CH:8]=1.[CH2:20](O)[CH3:21]>>[ClH:3].[CH2:20]([O:18][C:17](=[O:19])[C@H:15]([CH2:14][S:13][CH2:5][CH2:6][C:7]1[CH:12]=[CH:11][CH:10]=[CH:9][CH:8]=1)[NH2:16])[CH3:21] |f:3.4|. Procedure: Add thionyl chloride (2.0 ml) to absolute ethanol (25 ml) at 0°14 5°. To this solution add S-phenethyl-L-cysteine (2.5 g, 1.11 mmole). Warm the resulting mixture to room temperature, and then heat at 60° for 5 hours. Concentrate the reaction mixture in vacuo, dissolve the resultant residue in dichloromethane (CH2Cl2), and concentrate the solution in vacuo. Dissolve the residue in absolute ethanol, treat with DARCO, filter and concentrate in vacuo to give the title compound, a white solid (2.90 g... The reactants are C(CCC)OC1=NC(=C2N=C(N(C2=N1)CC1CN(CCC1)C1CCCC1)OC)N (2-(butyloxy)-9-[(1-cyclopentyl-3-piperidinyl)methyl]-8-(methyloxy)-9H-purin-6-amine), Cl (HCl). Run in CO (methanol), O1CCOCC1 (1,4-dioxane). Reaction conditions: time 8 hour. The product is Cl.NC1=C2NC(N(C2=NC(=N1)OCCCC)CC1CN(CCC1)C1CCCC1)=O (6-Amino-2-(butyloxy)-9-[(1-cyclopentyl-3-piperidinyl)methyl]-7,9-dihydro-8H-purin-8-one hydrochloride). Reaction SMILES: [CH2:1]([O:5][C:6]1[N:14]=[C:13]2[C:9]([N:10]=[C:11]([O:27]C)[N:12]2[CH2:15][CH:16]2[CH2:21][CH2:20][CH2:19][N:18]([CH:22]3[CH2:26][CH2:25][CH2:24][CH2:23]3)[CH2:17]2)=[C:8]([NH2:29])[N:7]=1)[CH2:2][CH2:3][CH3:4].[ClH:30]>CO.O1CCOCC1>[ClH:30].[NH2:29][C:8]1[N:7]=[C:6]([O:5][CH2:1][CH2:2][CH2:3][CH3:4])[N:14]=[C:13]2[C:9]=1[NH:10][C:11](=[O:27])[N:12]2[CH2:15][CH:16]1[CH2:21][CH2:20][CH2:19][N:18]([CH:22]2[CH2:23][CH2:24][CH2:25][CH2:26]2)[CH2:17]1 |f:4.5|. Procedure details: To a solution of 2-(butyloxy)-9-[(1-cyclopentyl-3-piperidinyl)methyl]-8-(methyloxy)-9H-purin-6-amine (37.2 mg, 0.092 mmol) in methanol (3 ml) at room temperature was added 4.0 M HCl in 1,4-dioxane (0.578 ml). The reaction mixture was stirred at ambient temperature overnight. The reaction solution was evaporated under N2 in a Radleys blow down unit to give the title compound as an off-white solid (39 mg). LCMS (System B): tRET=1.39 min; MH+ 389 Starting materials: ClC(Cl)Cl, NCC1(N2CCCCC2)CCCCC1, O=CC(Cl)(Cl)Cl. The product is O=CNCC1(N2CCCCC2)CCCCC1. Reaction SMILES: [CH:21]([Cl:22])([Cl:23])[Cl:24].[NH2:7][CH2:8][C:9]1([N:15]2[CH2:16][CH2:17][CH2:18][CH2:19][CH2:20]2)[CH2:10][CH2:11][CH2:12][CH2:13][CH2:14]1.[O:1]=[CH:2][C:3]([Cl:4])([Cl:5])[Cl:6]>>[O:1]=[CH:2][NH:7][CH2:8][C:9]1([N:15]2[CH2:16][CH2:17][CH2:18][CH2:19][CH2:20]2)[CH2:10][CH2:11][CH2:12][CH2:13][CH2:14]1. The reactants are P(=O)(Cl)(Cl)Cl (phosphorus oxychloride), Cl.C(CCCC)C1=CC=C(C(=O)N)C=C1 (p-n-pentylbenzamide hydrochloride), C(C)OC(=O)C=1C(=NC(=NC1)C1=CC=C(C=C1)CCCCC)O (2-(p-n-pentylphenyl)-4-hydroxy-5-pyrimidinecarboxylic acid ethyl ester), C(C)OC(C(C(=O)OCC)=COCC)=O (ethoxymethylenemalonic acid diethyl ester), CC[O-].[Na+] (sodium ethylate), C(C)OC(=O)C=1C(=NC(=NC1)C1=CC=C(C=C1)CCCCC)Cl (2-(p-n-pentylphenyl)-4-chloro-5-pyrimidinecarboxylic acid ethyl ester). Run in C(C)O (ethanol). Product: C(#N)C=1C=NC(=NC1)C1=CC=C(C=C1)CCCCC (5-cyano-2-(4-n-pentylphenyl)-pyrimidine). Reaction SMILES: Cl.[CH2:2]([C:7]1[CH:15]=[CH:14][C:10]([C:11]([NH2:13])=O)=[CH:9][CH:8]=1)[CH2:3][CH2:4][CH2:5][CH3:6].C(OC(=O)C(=COCC)C(OCC)=O)C.CC[O-].[Na+].C(O[C:38]([C:40]1[C:41](O)=[N:42]C(C2C=CC(CCCCC)=CC=2)=[N:44][CH:45]=1)=O)C.P(Cl)(Cl)(Cl)=O.C(OC(C1C(Cl)=NC(C2C=CC(CCCCC)=CC=2)=NC=1)=O)C>C(O)C>[C:45]([C:40]1[CH:38]=[N:13][C:11]([C:10]2[CH:14]=[CH:15][C:7]([CH2:2][CH2:3][CH2:4][CH2:5][CH3:6])=[CH:8][CH:9]=2)=[N:42][CH:41]=1)#[N:44] |f:0.1,3.4|. Procedure: The starting material can be obtained according to the procedure of A. R. Todd and F. Bergel, J. Chem. Soc. 1937, 366 from p-n-pentylbenzamide hydrochloride and ethoxymethylenemalonic acid diethyl ester with sodium ethylate in ethanol and subsequent treatment of the obtained 2-(p-n-pentylphenyl)-4-hydroxy-5-pyrimidinecarboxylic acid ethyl ester (melting point 193.9°-194.4° C) with phosphorus oxychloride. The melting point of 2-(p-n-pentylphenyl)-4-chloro-5-pyrimidinecarboxylic acid ethyl ester i...